This data is from the Open Reaction Database (ORD), a public repository of structured organic reaction records. The task is: describe an organic reaction: reactants, conditions, products, and yield The reactants are CC(C)(C)OC(=O)NC(COCc1ccccc1)C(=O)O, CN1CC(c2ccccc2)C2(CCCNC2)C1=O, CN1CC(c2ccccc2)C2(CCCNC2)C1=O, CCOC(C)=O, CC#N, CCN(C(C)C)C(C)C, Cl. Product: CN1CC(c2ccccc2)C2(CCCN(C(=O)C(COCc3ccccc3)NC(=O)OC(C)(C)C)C2)C1=O. RXN SMILES: [CH2:1]([c:2]1[cH:3][cH:4][cH:5][cH:6][cH:7]1)[O:8][CH2:9][CH:10]([C:11](=[O:12])[OH:13])[NH:14][C:15](=[O:16])[O:17][C:18]([CH3:19])([CH3:20])[CH3:21].[CH3:31][N:32]1[C:33](=[O:48])[C:34]2([CH:35]([c:37]3[cH:38][cH:39][cH:40][cH:41][cH:42]3)[CH2:36]1)[CH2:43][NH:44][CH2:45][CH2:46][CH2:47]2.[CH3:49][N:50]1[CH2:51][CH:52]([c:53]2[cH:54][cH:55][cH:56][cH:57][cH:58]2)[C:59]2([CH2:60][CH2:61][CH2:62][NH:63][CH2:64]2)[C:65]1=[O:66].[CH3:67][CH2:68][O:69][C:70]([CH3:71])=[O:72].[CH3:73][C:74]#[N:75].[CH:22]([N:23]([CH2:24][CH3:25])[CH:26]([CH3:27])[CH3:28])([CH3:29])[CH3:30].[ClH:76]>>[CH2:1]([c:2]1[cH:3][cH:4][cH:5][cH:6][cH:7]1)[O:8][CH2:9][CH:10]([C:11](=[O:13])[N:44]1[CH2:43][C:34]2([C:33](=[O:48])[N:32]([CH3:31])[CH2:36][CH:35]2[c:37]2[cH:38][cH:39][cH:40][cH:41][cH:42]2)[CH2:47][CH2:46][CH2:45]1)[NH:14][C:15](=[O:16])[O:17][C:18]([CH3:19])([CH3:20])[CH3:21]. The reactants are C(C1=CC=CC=C1)OC(=O)NCCC(=O)NC[C@@H]1CNCCC1 (3-(benzyloxycarbonyl)amino-N-{((3S)-3-piperidyl)methyl}propanamide), C(#N)[BH3-].[Na+] (sodium cyanoborohydride), C1(CCCCC1)C=O (cyclohexanecarbaldehyde). The reagents and catalysts are [Cl-].[Zn+2].[Cl-] (zinc chloride). The solvent is CO (methanol), CO (methanol), C(C)(=O)OCC (ethyl acetate). The product is C(C1=CC=CC=C1)OC(=O)NCCC(=O)NC[C@@H]1CN(CCC1)CC1CCCCC1 (3-(benzyloxycarbonyl)amino-N-{((3R)-1-cyclohexylmethyl-3-piperidyl)methyl}propanamide). RXN SMILES: [CH2:1]([O:8][C:9]([NH:11][CH2:12][CH2:13][C:14]([NH:16][CH2:17][C@H:18]1[CH2:23][CH2:22][CH2:21][NH:20][CH2:19]1)=[O:15])=[O:10])[C:2]1[CH:7]=[CH:6][CH:5]=[CH:4][CH:3]=1.C([BH3-])#N.[Na+].[CH:28]1([CH:34]=O)[CH2:33][CH2:32][CH2:31][CH2:30][CH2:29]1>CO.C(OCC)(=O)C.[Cl-].[Zn+2].[Cl-]>[CH2:1]([O:8][C:9]([NH:11][CH2:12][CH2:13][C:14]([NH:16][CH2:17][C@H:18]1[CH2:23][CH2:22][CH2:21][N:20]([CH2:34][CH:28]2[CH2:33][CH2:32][CH2:31][CH2:30][CH2:29]2)[CH2:19]1)=[O:15])=[O:10])[C:2]1[CH:3]=[CH:4][CH:5]=[CH:6][CH:7]=1 |f:1.2,6.7.8|. Reported procedure: To a solution of 600 mg of 3-(benzyloxycarbonyl)amino-N-{((3S)-3-piperidyl)methyl}propanamide in 3 ml of methanol, a solution of 150 mg of sodium cyanoborohydride and 160 mg of zinc chloride in 8.1 ml of methanol, and 0.30 ml of cyclohexanecarbaldehyde were added at room temperature, followed by an hour's stirring at the same temperature. The reaction liquid was diluted with ethyl acetate and successively washed with saturated aqueous sodium bicarbonate solution and saturated saline, followed by... The reactants are Brc1ccccc1-c1nc2ncccc2o1, [C-]#N, CN1CCCC1=O. Product: N#Cc1ccccc1-c1nc2ncccc2o1. Reaction SMILES: [Br:1][c:2]1[c:3](-[c:8]2[o:9][c:10]3[c:11]([n:12][cH:13][cH:14][cH:15]3)[n:16]2)[cH:4][cH:5][cH:6][cH:7]1.[C-:17]#[N:18].[CH3:19][N:20]1[CH2:21][CH2:22][CH2:23][C:24]1=[O:25]>>[c:2]1([C:17]#[N:18])[c:3](-[c:8]2[o:9][c:10]3[c:11]([n:12][cH:13][cH:14][cH:15]3)[n:16]2)[cH:4][cH:5][cH:6][cH:7]1. Starting materials: ClC(Cl)Cl, ClCCl, CC(NC(=O)c1ccc(OCCCN2CCCCC2)cc1)C(O)c1ccccc1, O=S(Cl)Cl. Yields the product CC1N=C(c2ccc(OCCCN3CCCCC3)cc2)OC1c1ccccc1. Reaction SMILES: [CH:34]([Cl:35])([Cl:36])[Cl:37].[Cl:38][CH2:39][Cl:40].[OH:1][CH:2]([CH:3]([CH3:4])[NH:5][C:6]([c:7]1[cH:8][cH:9][c:10]([O:13][CH2:14][CH2:15][CH2:16][N:17]2[CH2:18][CH2:19][CH2:20][CH2:21][CH2:22]2)[cH:11][cH:12]1)=[O:23])[c:24]1[cH:25][cH:26][cH:27][cH:28][cH:29]1.[S:30]([Cl:31])([Cl:32])=[O:33]>>[CH:2]1([c:24]2[cH:25][cH:26][cH:27][cH:28][cH:29]2)[CH:3]([CH3:4])[N:5]=[C:6]([c:7]2[cH:8][cH:9][c:10]([O:13][CH2:14][CH2:15][CH2:16][N:17]3[CH2:18][CH2:19][CH2:20][CH2:21][CH2:22]3)[cH:11][cH:12]2)[O:23]1. Reactants: ClCC1=CC(=C(C=C1)OCCOC)OCCOC (4-(Chloromethyl)-1,2-bis{[2-(methyloxy)ethyl]oxy}benzene), [C-]#N.[K+] (potassium cyanide). Solvent: CN(C=O)C (N,N-dimethyl formamide), C(C)(=O)OCC (ethyl acetate). Conditions: temperature 60 celsius. Product: COCCOC=1C=C(C=CC1OCCOC)CC#N ((3,4-bis{[2-(methyloxy)ethyl]oxy}phenyl)acetonitrile). Isolated yield 91.7%. RXN SMILES: Cl[CH2:2][C:3]1[CH:8]=[CH:7][C:6]([O:9][CH2:10][CH2:11][O:12][CH3:13])=[C:5]([O:14][CH2:15][CH2:16][O:17][CH3:18])[CH:4]=1.[C-:19]#[N:20].[K+]>CN(C)C=O.C(OCC)(=O)C>[CH3:18][O:17][CH2:16][CH2:15][O:14][C:5]1[CH:4]=[C:3]([CH2:2][C:19]#[N:20])[CH:8]=[CH:7][C:6]=1[O:9][CH2:10][CH2:11][O:12][CH3:13] |f:1.2|. Reported procedure: 4-(Chloromethyl)-1,2-bis{[2-(methyloxy)ethyl]oxy}benzene (0.65 g, 2.4 mmol) was dissolved in N,N-dimethyl formamide (2 mL) followed by the addition potassium cyanide (0.20 g, 3.1 mmol), and the resulting mixture was heated at 60° C. for 18 hours. After cooling to room temperature, it was diluted with ethyl acetate (50 mL), washed with water and brine (20 mL each), dried over sodium sulfate, filtered and concentrated to give an oily residue which was purified by flash chromatography (50% ethyl ac... The reactants are O=C([O-])O, CC(=O)O, Cc1ccccc1, O=C(Cl)Cl, ClCCl, Cc1cc2c(cc1NC(=O)OC(C)(C)C)CN(Cc1ccccc1)C(=O)C(N)C2, [Na+], O=C1Nc2ccccc2CN1C1CCNCC1. Yields the product Cc1cc2c(cc1NC(=O)OC(C)(C)C)CN(Cc1ccccc1)C(=O)C(NC(=O)N1CCC(N3Cc4ccccc4NC3=O)CC1)C2. RXN SMILES: [C:30]([O-:31])(=[O:32])[OH:33].[C:46]([OH:47])(=[O:48])[CH3:49].[CH3:39][c:40]1[cH:41][cH:42][cH:43][cH:44][cH:45]1.[Cl:35][C:36](=[O:37])[Cl:38].[Cl:67][CH2:68][Cl:69].[NH2:1][CH:2]1[CH2:3][c:4]2[c:5]([cH:17][c:18]([NH:22][C:23]([O:24][C:25]([CH3:26])([CH3:27])[CH3:28])=[O:29])[c:19]([CH3:21])[cH:20]2)[CH2:6][N:7]([CH2:10][c:11]2[cH:12][cH:13][cH:14][cH:15][cH:16]2)[C:8]1=[O:9].[Na+:34].[O:50]=[C:51]1[NH:52][c:53]2[cH:54][cH:55][cH:56][cH:57][c:58]2[CH2:59][N:60]1[CH:61]1[CH2:62][CH2:63][NH:64][CH2:65][CH2:66]1>>[NH:1]([CH:2]1[CH2:3][c:4]2[c:5]([cH:17][c:18]([NH:22][C:23]([O:24][C:25]([CH3:26])([CH3:27])[CH3:28])=[O:29])[c:19]([CH3:21])[cH:20]2)[CH2:6][N:7]([CH2:10][c:11]2[cH:12][cH:13][cH:14][cH:15][cH:16]2)[C:8]1=[O:9])[C:30](=[O:31])[N:64]1[CH2:63][CH2:62][CH:61]([N:60]2[C:51](=[O:50])[NH:52][c:53]3[cH:54][cH:55][cH:56][cH:57][c:58]3[CH2:59]2)[CH2:66][CH2:65]1.